Dataset: the Open Reaction Database (ORD), a public repository of structured organic reaction records. Task: describe an organic reaction: reactants, conditions, products, and yield Starting materials: Cc1cccc(C)c1NC(=O)CN1CCN(C2CCNC(Cc3ccccc3)C2)CC1, ClCCl, O=C=Nc1cc(C(F)(F)F)cc(C(F)(F)F)c1. Product: Cc1cccc(C)c1NC(=O)CN1CCN(C2CCN(C(=O)Nc3cc(C(F)(F)F)cc(C(F)(F)F)c3)C(Cc3ccccc3)C2)CC1. RXN SMILES: [CH3:18][c:19]1[c:20]([NH:26][C:27]([CH2:28][N:29]2[CH2:30][CH2:31][N:32]([CH:35]3[CH2:36][CH:37]([CH2:41][c:42]4[cH:43][cH:44][cH:45][cH:46][cH:47]4)[NH:38][CH2:39][CH2:40]3)[CH2:33][CH2:34]2)=[O:48])[c:21]([CH3:25])[cH:22][cH:23][cH:24]1.[Cl:49][CH2:50][Cl:51].[F:1][C:2]([c:3]1[cH:4][c:5]([N:13]=[C:14]=[O:15])[cH:6][c:7]([C:9]([F:10])([F:11])[F:12])[cH:8]1)([F:16])[F:17]>>[F:1][C:2]([c:3]1[cH:4][c:5]([NH:13][C:14](=[O:15])[N:38]2[CH:37]([CH2:41][c:42]3[cH:43][cH:44][cH:45][cH:46][cH:47]3)[CH2:36][CH:35]([N:32]3[CH2:31][CH2:30][N:29]([CH2:28][C:27]([NH:26][c:20]4[c:19]([CH3:18])[cH:24][cH:23][cH:22][c:21]4[CH3:25])=[O:48])[CH2:34][CH2:33]3)[CH2:40][CH2:39]2)[cH:6][c:7]([C:9]([F:10])([F:11])[F:12])[cH:8]1)([F:16])[F:17]. The reactants are COC(=O)COc1ccc(NC(=O)CCCCCOCc2ccccc2)cc1, CO, CN(C)C=O. Product: COC(=O)COc1ccc(NC(=O)CCCCCO)cc1. RXN SMILES: [CH3:1][O:2][C:3]([CH2:4][O:5][c:6]1[cH:7][cH:8][c:9]([NH:12][C:13]([CH2:14][CH2:15][CH2:16][CH2:17][CH2:18][O:19][CH2:20][c:21]2[cH:22][cH:23][cH:24][cH:25][cH:26]2)=[O:27])[cH:10][cH:11]1)=[O:28].[CH3:29][OH:30].[CH3:31][N:32]([CH3:33])[CH:34]=[O:35]>>[CH3:1][O:2][C:3]([CH2:4][O:5][c:6]1[cH:7][cH:8][c:9]([NH:12][C:13]([CH2:14][CH2:15][CH2:16][CH2:17][CH2:18][OH:19])=[O:27])[cH:10][cH:11]1)=[O:28]. Starting materials: C(C)(=O)N1C(N(CC1)C1=C(C=CC(=C1)Cl)C(=O)N1CCN(CC1)C1=NC=C(C=C1C)C)=O (1-acetyl-3-{5-chloro-2-[4-(3,5-dimethylpyridin-2-yl)piperazine-1-carbonyl]phenyl}imidazolidin-2-one), S1(NCCC1)(=O)=O (isothiazolidine 1,1-dioxide). The product is CC=1C(=NC=C(C1)C)N1CCN(CC1)C(=O)C1=C(C=C(C=C1)N1S(CCC1)(=O)=O)N1C(NCC1)=O (1-[2-[4-(3,5-dimethylpyridin-2-yl)piperazine-1-carbonyl]-5-(1,1-dioxo-1λ6-isothiazolidin-2-yl)phenyl]imidazolidin-2-one). Isolated yield 28.1%. Reaction SMILES: C([N:4]1[CH2:8][CH2:7][N:6]([C:9]2[CH:14]=[C:13](Cl)[CH:12]=[CH:11][C:10]=2[C:16]([N:18]2[CH2:23][CH2:22][N:21]([C:24]3[C:29]([CH3:30])=[CH:28][C:27]([CH3:31])=[CH:26][N:25]=3)[CH2:20][CH2:19]2)=[O:17])[C:5]1=[O:32])(=O)C.[S:33]1(=[O:39])(=[O:38])[CH2:37][CH2:36][CH2:35][NH:34]1>>[CH3:30][C:29]1[C:24]([N:21]2[CH2:20][CH2:19][N:18]([C:16]([C:10]3[CH:11]=[CH:12][C:13]([N:34]4[CH2:35][CH2:36][CH2:37][S:33]4(=[O:39])=[O:38])=[CH:14][C:9]=3[N:6]3[CH2:7][CH2:8][NH:4][C:5]3=[O:32])=[O:17])[CH2:23][CH2:22]2)=[N:25][CH:26]=[C:27]([CH3:31])[CH:28]=1. Procedure details: Using 1-acetyl-3-{5-chloro-2-[4-(3,5-dimethylpyridin-2-yl)piperazine-1-carbonyl]phenyl}imidazolidin-2-one (117 mg) described in Preparation Example 234 and isothiazolidine 1,1-dioxide (47 mg) and by the reaction and treatment in the same manner as in Example 649, the title compound (36 mg) was obtained. The reactants are CCCCC1Cc2c(cc(F)c(OC)c2Cl)C1=O, CCCCC1(CCC(C)=O)Cc2c(cc(F)c(OC)c2Cl)C1=O, C1CCNC1, C[O-], CO, Cc1ccccc1, CC(=O)O, C=CC(C)=O, [Na+], C1CCOC1. The product is CCCCC12CCC(=O)C=C1c1cc(F)c(OC)c(Cl)c1C2. Reaction SMILES: [CH2:1]([CH:2]1[CH2:3][c:4]2[c:5]([cH:6][c:7]([F:8])[c:9]([O:10][CH3:11])[c:12]2[Cl:13])[C:14]1=[O:15])[CH2:16][CH2:17][CH3:18].[CH2:29]([CH2:30][CH2:31][CH3:32])[C:33]1([CH2:47][CH2:48][C:49]([CH3:50])=[O:51])[C:34](=[O:46])[c:35]2[cH:36][c:37]([F:45])[c:38]([O:43][CH3:44])[c:39]([Cl:42])[c:40]2[CH2:41]1.[CH2:52]1[CH2:53][NH:54][CH2:55][CH2:56]1.[CH3:24][O-:25].[CH3:27][OH:28].[CH3:62][c:63]1[cH:64][cH:65][cH:66][cH:67][cH:68]1.[CH3:69][C:70](=[O:71])[OH:72].[CH:19]([C:20]([CH3:21])=[O:22])=[CH2:23].[Na+:26].[O:57]1[CH2:58][CH2:59][CH2:60][CH2:61]1>>[CH2:29]([CH2:30][CH2:31][CH3:32])[C:33]12[C:34](=[CH:50][C:49](=[O:51])[CH2:48][CH2:47]1)[c:35]1[cH:36][c:37]([F:45])[c:38]([O:43][CH3:44])[c:39]([Cl:42])[c:40]1[CH2:41]2. The reactants are [Al+3], C1CCOC1, CO, COC(=O)c1nc(NC(=O)NCc2cccc(F)c2)sc1C(C)C, [H-], [H-], [H-], [H-], [Li+], [Na+], O=S(=O)([O-])O. Yields the product CC(C)c1sc(NC(=O)NCc2cccc(F)c2)nc1CO. As a reaction SMILES: [Al+3:2].[CH2:7]1[O:8][CH2:9][CH2:10][CH2:11]1.[CH3:42][OH:43].[F:12][c:13]1[cH:14][c:15]([CH2:16][NH:17][C:18]([NH:19][c:20]2[s:21][c:22]([CH:29]([CH3:30])[CH3:31])[c:23]([C:25](=[O:26])[O:27][CH3:28])[n:24]2)=[O:32])[cH:33][cH:34][cH:35]1.[H-:1].[H-:4].[H-:5].[H-:6].[Li+:3].[Na+:41].[S:36](=[O:37])(=[O:38])([OH:39])[O-:40]>>[F:12][c:13]1[cH:14][c:15]([CH2:16][NH:17][C:18]([NH:19][c:20]2[s:21][c:22]([CH:29]([CH3:30])[CH3:31])[c:23]([CH2:25][OH:26])[n:24]2)=[O:32])[cH:33][cH:34][cH:35]1. The reactants are CC=1C(CC(=C(C#N)C1)N1CN(C2=CC=CC=C2C1)CCNC1=C2N=CN(C2=NC=N1)COCC[Si](C)(C)C)=O (5-methyl-4-oxo-2-{1-[(9-(2-trimethylsilylethoxymethyl)-9H-purin-6-ylamino]ethyl}-4H-quinazolin-3-yl)benzonitrile), OC=1C=C(C=CC1)N1C(=NC2=CC=CC(=C2C1=O)C)C(C)NC1=C2N=CNC2=NC=N1 (3-(3-hydroxy-phenyl)-5-methyl-2-[1-(9H-purin-6-ylamino)-ethyl]-3H-quinazolin-4-one). Product: CC1=C2C(N(C(=NC2=CC=C1)C(C)NC1=C2N=CNC2=NC=N1)C1=C(C#N)C=CC=C1)=O ((5-Methyl-4-oxo-2-[1-(9H-purin-6-ylamino)-ethyl]-4H-quinazolin-3-yl]-benzonitrile). RXN SMILES: CC1C(=O)CC(N2CC3C(=CC=CC=3)N(CCNC3N=CN=C4C=3N=CN4COCC[Si](C)(C)C)C2)=C(C=1)[C:7]#[N:8].O[C:42]1[CH:43]=[C:44]([N:48]2[C:57](=[O:58])[C:56]3[C:51](=[CH:52][CH:53]=[CH:54][C:55]=3[CH3:59])[N:50]=[C:49]2[CH:60]([NH:62][C:63]2[N:71]=[CH:70][N:69]=[C:68]3[C:64]=2[N:65]=[CH:66][NH:67]3)[CH3:61])[CH:45]=[CH:46][CH:47]=1>>[CH3:59][C:55]1[CH:54]=[CH:53][CH:52]=[C:51]2[C:56]=1[C:57](=[O:58])[N:48]([C:44]1[CH:45]=[CH:46][CH:47]=[CH:42][C:43]=1[C:7]#[N:8])[C:49]([CH:60]([NH:62][C:63]1[N:71]=[CH:70][N:69]=[C:68]3[C:64]=1[N:65]=[CH:66][NH:67]3)[CH3:61])=[N:50]2. Procedure: Compound 141 was treated with 4N HCL in NeOH for 1 hour using the procedure described for compound 121 (step B) to provide compound 140. m/z=423 (M+H). The structure of compound 140 is shown below. The reactants are BrC1=CC(=C(C=C1)CC(=O)OC)C#C (methyl (4-bromo-2-ethynylphenyl)acetate). The reagents and catalysts are C1=CC=C(C=C1)P(C2=CC=CC=C2)C3=CC=CC=C3.C1=CC=C(C=C1)P(C2=CC=CC=C2)C3=CC=CC=C3.C1=CC=C(C=C1)P(C2=CC=CC=C2)C3=CC=CC=C3.[Cl-].[Rh] (Chlorotris(triphenylphosphine)rhodium). The solvent is CO (methanol). Conditions: time 16 hour. Yields the product BrC1=CC(=C(C=C1)CC(=O)OC)CC (methyl (4-bromo-2-ethylphenyl)acetate). The yield is 76.8%. RXN SMILES: [Br:1][C:2]1[CH:7]=[CH:6][C:5]([CH2:8][C:9]([O:11][CH3:12])=[O:10])=[C:4]([C:13]#[CH:14])[CH:3]=1>CO.C1C=CC(P(C2C=CC=CC=2)C2C=CC=CC=2)=CC=1.C1C=CC(P(C2C=CC=CC=2)C2C=CC=CC=2)=CC=1.C1C=CC(P(C2C=CC=CC=2)C2C=CC=CC=2)=CC=1.[Cl-].[Rh]>[Br:1][C:2]1[CH:7]=[CH:6][C:5]([CH2:8][C:9]([O:11][CH3:12])=[O:10])=[C:4]([CH2:13][CH3:14])[CH:3]=1 |f:2.3.4.5.6|. Procedure: Chlorotris(triphenylphosphine)rhodium (65 mg, 69.9 μmol) was added to a solution of methyl (4-bromo-2-ethynylphenyl)acetate (177 mg, 0.699 mmol) obtained in Example (85-2) in methanol (6 ml), and the mixture was stirred at room temperature under hydrogen atmosphere for 16 hours. The solvent was removed under reduced pressure and the obtained residue was purified by silica gel column chromatography (developing solvent: hexane/ethyl acetate=15/1) to give methyl (4-bromo-2-ethylphenyl)acetate (138 ... The reactants are CC(C)(C)OC(=O)N1CCc2c(sc(NC(=O)Cc3ccc(Cl)cc3F)c2C(N)=O)C1, ClCCl, O=C(O)C(F)(F)F. The product is NC(=O)c1c(NC(=O)Cc2ccc(Cl)cc2F)sc2c1CCNC2. RXN SMILES: [C:1]([O:2][C:3](=[O:4])[N:8]1[CH2:9][c:10]2[c:11]([c:14]([C:29]([NH2:30])=[O:31])[c:15]([NH:17][C:18]([CH2:19][c:20]3[c:21]([F:27])[cH:22][c:23]([Cl:26])[cH:24][cH:25]3)=[O:28])[s:16]2)[CH2:12][CH2:13]1)([CH3:5])([CH3:6])[CH3:7].[Cl:39][CH2:40][Cl:41].[F:32][C:33]([F:34])([F:35])[C:36]([OH:37])=[O:38]>>[NH:8]1[CH2:9][c:10]2[c:11]([c:14]([C:29]([NH2:30])=[O:31])[c:15]([NH:17][C:18]([CH2:19][c:20]3[c:21]([F:27])[cH:22][c:23]([Cl:26])[cH:24][cH:25]3)=[O:28])[s:16]2)[CH2:12][CH2:13]1. The reactants are C1CCOC1, Cl, COC(=O)C(N)C(C(F)(F)F)C(F)(F)F. The product is NC(CO)C(C(F)(F)F)C(F)(F)F. RXN SMILES: [CH2:17]1[O:18][CH2:19][CH2:20][CH2:21]1.[ClH:16].[F:1][C:2]([CH:3]([CH:4]([NH2:5])[C:6](=[O:7])[O:8][CH3:9])[C:10]([F:11])([F:12])[F:13])([F:14])[F:15]>>[F:1][C:2]([CH:3]([CH:4]([NH2:5])[CH2:6][OH:7])[C:10]([F:11])([F:12])[F:13])([F:14])[F:15]. Starting materials: CC(C)OC(=O)/N=N/C(=O)OC(C)C (DIAD), OC1=C(C=C(C=C1)C(CNC(=O)[C@@]1(N(C(OC1)(C)C)C(=O)OC(C)(C)C)C)=O)C(F)(F)F ((R)-tert-butyl 4-(2-(4-hydroxy-3-(trifluoromethyl)phenyl)-2-oxoethylcarbamoyl)-2,2,4-trimethyloxazolidine-3-carboxylate), C1(=CC=CC=C1)CCCCCCO (6-phenylhexan-1-ol), C1=CC=C(C=C1)P(C2=CC=CC=C2)C3=CC=CC=C3 (PPh3). Solvent: C(Cl)Cl (DCM), C(Cl)Cl (DCM). Run at time 0.5 hour. Product: CC1(OC[C@@](N1C(=O)OC(C)(C)C)(C(NCC(C1=CC(=C(C=C1)OCCCCCCC1=CC=CC=C1)C(F)(F)F)=O)=O)C)C ((R)-tert-butyl 2,2,4-trimethyl-4-(2-oxo-2-(4-(6-phenylhexyloxy)-3-(trifluoromethyl)phenyl)ethylcarbamoyl)oxazolidine-3-carboxylate). As a reaction SMILES: [OH:1][C:2]1[CH:7]=[CH:6][C:5]([C:8](=[O:28])[CH2:9][NH:10][C:11]([C@@:13]2([CH3:27])[CH2:17][O:16][C:15]([CH3:19])([CH3:18])[N:14]2[C:20]([O:22][C:23]([CH3:26])([CH3:25])[CH3:24])=[O:21])=[O:12])=[CH:4][C:3]=1[C:29]([F:32])([F:31])[F:30].[C:33]1([CH2:39][CH2:40][CH2:41][CH2:42][CH2:43][CH2:44]O)[CH:38]=[CH:37][CH:36]=[CH:35][CH:34]=1.C1C=CC(P(C2C=CC=CC=2)C2C=CC=CC=2)=CC=1.CC(OC(/N=N/C(OC(C)C)=O)=O)C>C(Cl)Cl>[CH3:18][C:15]1([CH3:19])[N:14]([C:20]([O:22][C:23]([CH3:24])([CH3:25])[CH3:26])=[O:21])[C@@:13]([CH3:27])([C:11](=[O:12])[NH:10][CH2:9][C:8](=[O:28])[C:5]2[CH:6]=[CH:7][C:2]([O:1][CH2:44][CH2:43][CH2:42][CH2:41][CH2:40][CH2:39][C:33]3[CH:38]=[CH:37][CH:36]=[CH:35][CH:34]=3)=[C:3]([C:29]([F:31])([F:32])[F:30])[CH:4]=2)[CH2:17][O:16]1. Procedure: To a solution of (R)-tert-butyl 4-(2-(4-hydroxy-3-(trifluoromethyl)phenyl)-2-oxoethylcarbamoyl)-2,2,4-trimethyloxazolidine-3-carboxylate (114 mg, 0.25 mmol, 1.0 equiv) and 6-phenylhexan-1-ol (45 mg, 0.25 mmol, 1.0 equiv) in DCM (1 mL) was added polymer bond PPh3 (125 mg, 0.75 mmol, 3.0 equiv). The reaction mixture was stirred at rt for 0.5 hour and cooled to 0° C. A solution of DIAD (0.053 mL, 0.25 mmol, 1.0 equiv) in DCM (0.5 mL) was added drop wise to the reaction mixture. The reaction mixture...